This data is from the Open Reaction Database (ORD), a public repository of structured organic reaction records. The task is: describe an organic reaction: reactants, conditions, products, and yield Reactants: BrCCCCBr, O=C([O-])[O-], CC(C)=O, [K+], [K+], O=C(Nc1cccc2[nH]ccc12)c1ccccc1O. Yields the product O=C(Nc1cccc2[nH]ccc12)c1ccccc1OCCCCBr. RXN SMILES: [Br:26][CH2:27][CH2:28][CH2:29][CH2:30][Br:31].[C:20](=[O:21])([O-:22])[O-:23].[CH3:32][C:33](=[O:34])[CH3:35].[K+:24].[K+:25].[OH:1][c:2]1[c:3]([C:4](=[O:5])[NH:6][c:7]2[c:8]3[cH:9][cH:10][nH:11][c:12]3[cH:13][cH:14][cH:15]2)[cH:16][cH:17][cH:18][cH:19]1>>[O:1]([c:2]1[c:3]([C:4](=[O:5])[NH:6][c:7]2[c:8]3[cH:9][cH:10][nH:11][c:12]3[cH:13][cH:14][cH:15]2)[cH:16][cH:17][cH:18][cH:19]1)[CH2:30][CH2:29][CH2:28][CH2:27][Br:26]. The reactants are COC=1C(=NC=CC1)C=1C=C(C=CC1)[N+](=O)[O-] (3-(3-methoxypyridin-2-yl)nitrobenzene), Br (hydrobromic acid). Yields the product Br.OC=1C(=NC=CC1)C=1C=C(C=CC1)[N+](=O)[O-] (3-(3-hydroxypyridin-2-yl)-nitrobenzene hydrobromide). RXN SMILES: C[O:2][C:3]1[C:4]([C:9]2[CH:10]=[C:11]([N+:15]([O-:17])=[O:16])[CH:12]=[CH:13][CH:14]=2)=[N:5][CH:6]=[CH:7][CH:8]=1.[BrH:18]>>[BrH:18].[OH:2][C:3]1[C:4]([C:9]2[CH:10]=[C:11]([N+:15]([O-:17])=[O:16])[CH:12]=[CH:13][CH:14]=2)=[N:5][CH:6]=[CH:7][CH:8]=1 |f:2.3|. Reported procedure: A solution of 3-(3-methoxypyridin-2-yl)nitrobenzene (0.5 g) in 47% hydrobromic acid (10 ml) was stirred at 130° C. for 24 hours. After cooling, the precipitate was collected by filtration, washed with water and acetone and dried to give 3-(3-hydroxypyridin-2-yl)-nitrobenzene hydrobromide (0.54 g).